Dataset: the Open Reaction Database (ORD), a public repository of structured organic reaction records. Task: describe an organic reaction: reactants, conditions, products, and yield Starting materials: BrC=1C=CC(=NC1)C(CNC([C@H](C(C)C)NC(OC(C)(C)C)=O)=O)=O ((S)-tert-butyl 1-(2-(5-bromopyridin-2-yl)-2-oxoethylamino)-3-methyl-1-oxobutan-2-ylcarbamate), C(C)(=O)[O-].[NH4+] (ammonium acetate). The solvent is C=1(C(=CC=CC1)C)C (xylene), CCOC(=O)C (EtOAc). Run at temperature 130 celsius. Product: BrC=1C=CC(=NC1)C=1N=C(NC1)[C@H](C(C)C)NC(OC(C)(C)C)=O ((S)-tert-butyl 1-(4-(5-bromopyridin-2-yl)-1H-imidazol-2-yl)-2-methylpropylcarbamate). Isolated yield 62.9%. As a reaction SMILES: [Br:1][C:2]1[CH:3]=[CH:4][C:5]([C:8](=O)[CH2:9][NH:10][C:11](=O)[C@@H:12]([NH:16][C:17](=[O:23])[O:18][C:19]([CH3:22])([CH3:21])[CH3:20])[CH:13]([CH3:15])[CH3:14])=[N:6][CH:7]=1.C([O-])(=O)C.[NH4+:30]>C1(C)C(C)=CC=CC=1.CCOC(C)=O>[Br:1][C:2]1[CH:3]=[CH:4][C:5]([C:8]2[N:30]=[C:11]([C@@H:12]([NH:16][C:17](=[O:23])[O:18][C:19]([CH3:22])([CH3:21])[CH3:20])[CH:13]([CH3:15])[CH3:14])[NH:10][CH:9]=2)=[N:6][CH:7]=1 |f:1.2|. Procedure details: In a sealed tube, a mixture of (S)-tert-butyl 1-(2-(5-bromopyridin-2-yl)-2-oxoethylamino)-3-methyl-1-oxobutan-2-ylcarbamate (0.1 g) and ammonium acetate (0.186 g) in xylene was heated at 130° C. for 3 hrs. The reaction was diluted with EtOAc, washed with sat. NaHCO3, water and sat. NaCl, dried over anhydrous Na2SO4, filtered and concentrated to yield a yellow oil. The residue was purified by silica chromatography (0-100% EtOAc in hexane) to yield (S)-tert-butyl 1-(4-(5-bromopyridin-2-yl)-1H-imid... Starting materials: NC=1SC(=C(C1C#N)C)CO (2-amino-5-(hydroxymethyl)-4-methylthiophene-3-carbonitrile), C(C1=CC=CC=C1)(=O)N=C=S (benzoyl isothiocyanate). Yields the product C(#N)C1=C(SC(=C1C)CO)NC(=S)NC(C1=CC=CC=C1)=O (N-(3-Cyano-5-(hydroxymethyl)-4-methylthiophen-2-ylcarbamothioyl)-benzamide). RXN SMILES: [NH2:1][C:2]1[S:3][C:4]([CH2:10][OH:11])=[C:5]([CH3:9])[C:6]=1[C:7]#[N:8].[C:12]([N:20]=[C:21]=[S:22])(=[O:19])[C:13]1[CH:18]=[CH:17][CH:16]=[CH:15][CH:14]=1>>[C:7]([C:6]1[C:5]([CH3:9])=[C:4]([CH2:10][OH:11])[S:3][C:2]=1[NH:1][C:21]([NH:20][C:12](=[O:19])[C:13]1[CH:14]=[CH:15][CH:16]=[CH:17][CH:18]=1)=[S:22])#[N:8]. Reported procedure: Prepared as in example 1a from 2-amino-5-(hydroxymethyl)-4-methylthiophene-3-carbonitrile (Example 9b) and benzoyl isothiocyanate as a yellow solid. MS 332 (MH+). Reactants: O=C([O-])[O-], CCOC(=O)c1ccc(O)c(O)c1, CCI, [K+], [K+], CN(C)C=O. The product is CCOC(=O)c1ccc(OCC)c(O)c1. As a reaction SMILES: [C:14](=[O:15])([O-:16])[O-:17].[CH2:1]([CH3:2])[O:3][C:4]([c:5]1[cH:6][c:7]([OH:12])[c:8]([OH:11])[cH:9][cH:10]1)=[O:13].[I:20][CH2:21][CH3:22].[K+:18].[K+:19].[O:23]=[CH:24][N:25]([CH3:26])[CH3:27]>>[CH2:1]([CH3:2])[O:3][C:4]([c:5]1[cH:6][c:7]([OH:12])[c:8]([O:11][CH2:21][CH3:22])[cH:9][cH:10]1)=[O:13]. The reactants are Cc1cc(C)nc(N(CC(=O)NCC(N)=O)C(=O)OCc2ccccc2)c1, CO. Product: Cc1cc(C)nc(NCC(=O)NCC(N)=O)c1. As a reaction SMILES: [CH2:1]([O:2][C:3](=[O:4])[N:11]([CH2:12][C:13](=[O:14])[NH:15][CH2:16][C:17](=[O:18])[NH2:19])[c:20]1[n:21][c:22]([CH3:27])[cH:23][c:24]([CH3:26])[cH:25]1)[c:5]1[cH:6][cH:7][cH:8][cH:9][cH:10]1.[CH3:28][OH:29]>>[NH:11]([CH2:12][C:13](=[O:14])[NH:15][CH2:16][C:17](=[O:18])[NH2:19])[c:20]1[n:21][c:22]([CH3:27])[cH:23][c:24]([CH3:26])[cH:25]1. Starting materials: ClC1=CC=C(C(=N1)C(=O)N)[N+](=O)[O-] (6-chloro-3-nitro-pyridine-2-carboxylic acid amide), [Cl-].[NH4+] (ammonium chloride). Reagents/catalysts: [Fe] (iron). Solvent: O (water), CCO (EtOH). Reaction conditions: temperature 60 celsius, time 1 hour. Product: NC=1C(=NC(=CC1)Cl)C(=O)N (3-amino-6-chloro-pyridine-2-carboxylic acid amide). RXN SMILES: [Cl:1][C:2]1[N:7]=[C:6]([C:8]([NH2:10])=[O:9])[C:5]([N+:11]([O-])=O)=[CH:4][CH:3]=1.[Cl-].[NH4+]>CCO.O.[Fe]>[NH2:11][C:5]1[C:6]([C:8]([NH2:10])=[O:9])=[N:7][C:2]([Cl:1])=[CH:3][CH:4]=1 |f:1.2|. Procedure details: 6-chloro-3-nitro-pyridine-2-carboxylic acid amide (10.43 g, 51.75 mmol) is taken up in EtOH (250 mL), combined with ammonium chloride (1.384 g, 25.87 mmol) in water (250 mL) and heated to 60° C. At this temperature iron powder (8.67 g, 155.23 mmol) is added batchwise and the mixture is stirred for 1 h at 60° C. After cooling it is concentrated by rotary evaporation, filtered through silica gel, washed with DCM/MeOH (90/10 to 80/20), the resulting filtrate is evaporated down using the rotary evap... Starting materials: [H-].[Na+] (sodium hydride), C(C)OC(CCl)=O (chloroacetic acid ethyl ester), ClC1=CC2=C(N(C(CC(N2C2=C(C=CC=C2)Cl)=O)=O)CC(C)(C)C)C=C1 (7-chloro-5-(2-chlorophenyl)-2,4-dioxo-1-neopentyl-2,3,4,5-tetrahydro-1H-1,5-benzodiazepine), C(C)OC(CCl)=O (chloroacetic acid ethyl ester), [H-].[Na+] (sodium hydride). Solvent: CN(C=O)C (dimethylformamide). Conditions: time 30 minute. Yields the product C(C)OC(CC1C(N(C2=C(N(C1=O)CC(C)(C)C)C=CC(=C2)Cl)C2=C(C=CC=C2)Cl)=O)=O (7-Chloro-5-(2-chlorophenyl)-2,4-dioxo-1-neopentyl-2,3,4,5-tetrahydro-1H-1,5-benzodiazepine-3-acetic acid ethyl ester). As a reaction SMILES: [Cl:1][C:2]1[CH:26]=[CH:25][C:5]2[N:6]([CH2:20][C:21]([CH3:24])([CH3:23])[CH3:22])[C:7](=[O:19])[CH2:8][C:9](=[O:18])[N:10]([C:11]3[CH:16]=[CH:15][CH:14]=[CH:13][C:12]=3[Cl:17])[C:4]=2[CH:3]=1.[CH2:27]([O:29][C:30](=[O:33])[CH2:31]Cl)[CH3:28].[H-].[Na+]>CN(C)C=O>[CH2:27]([O:29][C:30](=[O:33])[CH2:31][CH:8]1[C:7](=[O:19])[N:6]([CH2:20][C:21]([CH3:23])([CH3:22])[CH3:24])[C:5]2[CH:25]=[CH:26][C:2]([Cl:1])=[CH:3][C:4]=2[N:10]([C:11]2[CH:16]=[CH:15][CH:14]=[CH:13][C:12]=2[Cl:17])[C:9]1=[O:18])[CH3:28] |f:2.3|. Procedure: To a solution of 7-chloro-5-(2-chlorophenyl)-2,4-dioxo-1-neopentyl-2,3,4,5-tetrahydro-1H-1,5-benzodiazepine (0.3 g) and chloroacetic acid ethyl ester (0.11 ml) in dimethylformamide (2 ml) was added sodium hydride (60% oil, 40 mg), and the mixture was stirred for 30 minutes at room temperature. To the reaction mixture were further added sodium hydride (40 mg×3) and chloroacetic acid ethyl ester (0.11 ml), which was stirred for 3 hours. To the mixture was then added acetic acid ethyl ester (50 ml)... Reactants: CN1N=C(C=2C1=NC(=CC2)OCC(=O)OCC)C2=CC=CC=C2 (Ethyl 2-(1-methyl-3-phenyl-1H-pyrazolo[3,4-b]pyridin-6-yloxy)acetate), [Li+].[OH-] (LiOH), Cl (HCl). Run in C(C)OCC (diethyl ether), C1CCOC1 (THF). Reaction conditions: time 6 hour. The product is CN1N=C(C=2C1=NC(=CC2)OCC(=O)O)C2=CC=CC=C2 (2-(1-methyl-3-phenyl-1H-pyrazolo[3,4-b]pyridin-6-yloxy)acetic acid). Yield: 97.0%. As a reaction SMILES: [CH3:1][N:2]1[C:6]2=[N:7][C:8]([O:11][CH2:12][C:13]([O:15]CC)=[O:14])=[CH:9][CH:10]=[C:5]2[C:4]([C:18]2[CH:23]=[CH:22][CH:21]=[CH:20][CH:19]=2)=[N:3]1.[Li+].[OH-].Cl>C1COCC1.C(OCC)C>[CH3:1][N:2]1[C:6]2=[N:7][C:8]([O:11][CH2:12][C:13]([OH:15])=[O:14])=[CH:9][CH:10]=[C:5]2[C:4]([C:18]2[CH:23]=[CH:22][CH:21]=[CH:20][CH:19]=2)=[N:3]1 |f:1.2|. Procedure details: A mixture of Ethyl 2-(1-methyl-3-phenyl-1H-pyrazolo[3,4-b]pyridin-6-yloxy)acetate (0.33 g, 1.059 mmol) and aqueous LiOH (0.446 g, 10.599 mmol in 3.0 mL H2O) in THF (3.0 mL) was stirred at rt for 6 h. The reaction mixture was neutralized with diluted HCl and diluted with diethyl ether. The organic layer was extracted with water and brine and dried over anhydrous Na2SO4. Concentration of the organic layer furnished the crude product as a white solid. The crude product was purified by column chroma...